From a dataset of the Open Reaction Database (ORD), a public repository of structured organic reaction records. describe an organic reaction: reactants, conditions, products, and yield The yield is 88.0%. Product: C(#N)CCCCOC1=CC=C(C(=O)O)C=C1 (4-(4-cyanobutoxy)benzoic acid). Reaction SMILES: Br[CH2:2][CH2:3][CH2:4][CH2:5][C:6]#[N:7].[OH:8][C:9]1[CH:18]=[CH:17][C:12]([C:13]([O:15]C)=[O:14])=[CH:11][CH:10]=1.C(=O)([O-])[O-].[K+].[K+].[OH-].[Na+].Cl>CN(C=O)C.O>[C:6]([CH2:5][CH2:4][CH2:3][CH2:2][O:8][C:9]1[CH:18]=[CH:17][C:12]([C:13]([OH:15])=[O:14])=[CH:11][CH:10]=1)#[N:7] |f:2.3.4,5.6|. Run in CN(C)C=O (DMF), O (water). The reactants are [OH-].[Na+] (NaOH), BrCCCCC#N (5-bromopentanenitrile), OC1=CC=C(C(=O)OC)C=C1 (methyl 4-hydroxybenzoate), C([O-])([O-])=O.[K+].[K+] (potassium carbonate), Cl (HCl). Procedure details: 21.0 g (130 mmol) of 5-bromopentanenitrile, 15.2 g (100 mmol) of methyl 4-hydroxybenzoate and 28 g (200 mmol) of potassium carbonate are dissolved in 100 mL of DMF. The mixture is heated to 80° C. overnight. 100 mL (100 mmol) of a 1N NaOH solution is added to the above mixture. The suspension is heated at reflux for 30 min until the reaction is completed. The reaction mixture is allowed to cool down to room temperature and thrown onto cold water. The solution is carefully acidified with a 25% HC... Conditions: temperature 80 celsius, time 15 minute. The reactants are C(C=C)(=O)OCCCC (butyl acrylate), C(C=C)(=O)OCCCCO (4-hydroxybutyl acrylate), 2,2-azobisisobutyronitrile. The solvent is C(C)(=O)OCC (ethyl acetate). Yields the product C(C=C)(=O)[O-] (acrylate), C(C=C)(=O)OCCCC (butyl acrylate), C(C=C)(=O)OCCCCO (4-hydroxybutyl acrylate). As a reaction SMILES: [C:1]([O:5]CCCC)(=[O:4])[CH:2]=[CH2:3].[C:10]([O:14][CH2:15][CH2:16][CH2:17][CH2:18][OH:19])(=[O:13])[CH:11]=[CH2:12]>C(OCC)(=O)C>[C:1]([O-:5])(=[O:4])[CH:2]=[CH2:3].[C:10]([O:14][CH2:15][CH2:16][CH2:17][CH3:18])(=[O:13])[CH:11]=[CH2:12].[C:10]([O:14][CH2:15][CH2:16][CH2:17][CH2:18][OH:19])(=[O:13])[CH:11]=[CH2:12]. Reported procedure: 99 parts by weight of butyl acrylate, 1.0 part by weight of 4-hydroxybutyl acrylate, 0.3 parts by weight of 2,2-azobisisobutyronitrile, and ethyl acetate were added to a reactor vessel equipped with a cooling tube, a nitrogen introducing tube, a thermometer, and a stirrer so that a solution was formed. While nitrogen gas was blown into the solution, the solution was then subjected to a polymerization reaction at 60° C. for 4 hours to give an acrylate copolymer of butyl acrylate and 4-hydroxybuty... Reactants: ClC=1C=C(C=CC1Cl)CCN (2-(3,4-dichlorophenyl)ethylamine), CN1C(C=CC=2C(CCCC12)=O)=O (5,6,7,8-tetrahydro-1-methyl-5-oxo-2(1H)-quinolinone). Reagents/catalysts: C1(=CC=C(C=C1)S(=O)(=O)O)C (para-toluenesulfonic acid). Run in C1(=CC=CC=C1)C (toluene). Conditions: time 41 hour. Product: ClC=1C=C(C=CC1Cl)CCNC1C=2C=CC(N(C2CCC1)C)=O (5-[[2-(3,4-Dichlorophenyl)ethyl]amino]-5,6,7,8-tetrahydro-1-methyl-2(1H)-quinolinone). The yield is 63.9%. As a reaction SMILES: [Cl:1][C:2]1[CH:3]=[C:4]([CH2:9][CH2:10][NH2:11])[CH:5]=[CH:6][C:7]=1[Cl:8].[CH3:12][N:13]1[C:22]2[CH2:21][CH2:20][CH2:19][C:18](=O)[C:17]=2[CH:16]=[CH:15][C:14]1=[O:24]>C1(C)C=CC(S(O)(=O)=O)=CC=1.C1(C)C=CC=CC=1>[Cl:1][C:2]1[CH:3]=[C:4]([CH2:9][CH2:10][NH:11][CH:18]2[CH2:19][CH2:20][CH2:21][C:22]3[N:13]([CH3:12])[C:14](=[O:24])[CH:15]=[CH:16][C:17]2=3)[CH:5]=[CH:6][C:7]=1[Cl:8]. Procedure details: A mixture of 2-(3,4-dichlorophenyl)ethylamine (3.8 g), 5,6,7,8-tetrahydro-1-methyl-5-oxo-2(1H)-quinolinone (3.0 g), and para-toluenesulfonic acid (130 mg) was heated in refluxing toluene (50 ml), with azeotropic removal of water, for 41 hrs. An additional 1 g of the amine and 0.1 g of para-toluenesulfonic acid were added, and the mixture was heated for an additional 24 hrs. The solution was cooled and the precipitate was collected. Sodium borohydride (0.6 g) was added to a solution of the precip... RXN SMILES: [Br:1][CH2:2][CH2:3][N:4]1[C:5](=[O:32])[C:6]2([CH3:31])[N:7]([CH:8]([c:22]3[cH:23][c:24]([OH:28])[cH:25][cH:26][cH:27]3)[c:9]3[nH:10][c:11]4[cH:12][cH:13][c:14]([O:19][CH2:20][CH3:21])[cH:15][c:16]4[c:17]3[CH2:18]2)[C:29]1=[O:30].[CH3:33][NH2:34].[O:35]1[CH2:36][CH2:37][CH2:38][CH2:39]1>>[CH2:2]([CH2:3][N:4]1[C:5](=[O:32])[C:6]2([CH3:31])[N:7]([CH:8]([c:22]3[cH:23][c:24]([OH:28])[cH:25][cH:26][cH:27]3)[c:9]3[nH:10][c:11]4[cH:12][cH:13][c:14]([O:19][CH2:20][CH3:21])[cH:15][c:16]4[c:17]3[CH2:18]2)[C:29]1=[O:30])[NH:34][CH3:33]. Reactants: CCOc1ccc2[nH]c3c(c2c1)CC1(C)C(=O)N(CCBr)C(=O)N1C3c1cccc(O)c1, CN, C1CCOC1. Product: CCOc1ccc2[nH]c3c(c2c1)CC1(C)C(=O)N(CCNC)C(=O)N1C3c1cccc(O)c1. Reported procedure: 2 g of t-butyl 2-((4R,6R)-6-(2-(2-(4-fluorophenyl)-5-isopropyl-3-phenyl-4-(phenylcarbamothioyl)-1H-pyrrol-1-yl)ethyl)-2-phenyl-1,3,2-dioxaborinan-4-yl)acetate obtained in Example 5-3 was dissolved in 70 ml of ethanol, and 0.83 g of sodium hydroxide and 35 ml of 30% hydrogen peroxide were added thereto. The mixture was stirred at room temperature for 3 hours. 300 ml of ethyl acetate and 200 ml of purified water were added to the reaction mixture and stirred slowly for 30 minutes, and the organic ... Reaction conditions: time 3 hour. Solvent: O (water), C(C)O (ethanol). Product: FC1=CC=C(C=C1)C=1N(C(=C(C1C1=CC=CC=C1)C(NC1=CC=CC=C1)=O)C(C)C)CC[C@@H]1C[C@@H](OB(O1)C1=CC=CC=C1)CC(=O)OC(C)(C)C (t-butyl 2-((4R,6R)-6-(2-(2-(4-fluorophenyl)-5-isopropyl-3-phenyl-4-(phenylcarbamoyl)-1H-pyrrol-1-yl)ethyl)-2-phenyl-1,3,2-dioxaborinan-4-yl)acetate). The reactants are C(C)(=O)OCC (ethyl acetate), [OH-].[Na+] (sodium hydroxide), OO (hydrogen peroxide), FC1=CC=C(C=C1)C=1N(C(=C(C1C1=CC=CC=C1)C(NC1=CC=CC=C1)=S)C(C)C)CC[C@@H]1C[C@@H](OB(O1)C1=CC=CC=C1)CC(=O)OC(C)(C)C (t-butyl 2-((4R,6R)-6-(2-(2-(4-fluorophenyl)-5-isopropyl-3-phenyl-4-(phenylcarbamothioyl)-1H-pyrrol-1-yl)ethyl)-2-phenyl-1,3,2-dioxaborinan-4-yl)acetate). As a reaction SMILES: [F:1][C:2]1[CH:7]=[CH:6][C:5]([C:8]2[N:9]([CH2:31][CH2:32][C@H:33]3[O:38][B:37]([C:39]4[CH:44]=[CH:43][CH:42]=[CH:41][CH:40]=4)[O:36][C@@H:35]([CH2:45][C:46]([O:48][C:49]([CH3:52])([CH3:51])[CH3:50])=[O:47])[CH2:34]3)[C:10]([CH:28]([CH3:30])[CH3:29])=[C:11]([C:19](=S)[NH:20][C:21]3[CH:26]=[CH:25][CH:24]=[CH:23][CH:22]=3)[C:12]=2[C:13]2[CH:18]=[CH:17][CH:16]=[CH:15][CH:14]=2)=[CH:4][CH:3]=1.[OH-].[Na+].OO.C(OCC)(=[O:59])C>C(O)C.O>[F:1][C:2]1[CH:7]=[CH:6][C:5]([C:8]2[N:9]([CH2:31][CH2:32][C@H:33]3[O:38][B:37]([C:39]4[CH:44]=[CH:43][CH:42]=[CH:41][CH:40]=4)[O:36][C@@H:35]([CH2:45][C:46]([O:48][C:49]([CH3:52])([CH3:51])[CH3:50])=[O:47])[CH2:34]3)[C:10]([CH:28]([CH3:30])[CH3:29])=[C:11]([C:19](=[O:59])[NH:20][C:21]3[CH:26]=[CH:25][CH:24]=[CH:23][CH:22]=3)[C:12]=2[C:13]2[CH:18]=[CH:17][CH:16]=[CH:15][CH:14]=2)=[CH:4][CH:3]=1 |f:1.2|. The reactants are CCCOCCSc1ccc(OB([O-])[O-])cc1, CN(Cc1ccc(NC(=O)C2=Cc3cc(Br)ccc3S(=O)(=O)CC2)cc1)C1CCOCC1, O=C([O-])[O-], CCO, [K+], [K+], O, O, Cc1ccccc1. The product is CCCOCCSc1ccc(-c2ccc3c(c2)C=C(C(=O)Nc2ccc(CN(C)C4CCOCC4)cc2)CCS3(=O)=O)cc1. Reaction SMILES: [B:44]([O-:45])([O-:59])[O:60][c:46]1[cH:47][cH:48][c:49]([S:52][CH2:53][CH2:54][O:55][CH2:56][CH2:57][CH3:58])[cH:50][cH:51]1.[Br:1][c:2]1[cH:3][cH:4][c:5]2[c:6]([cH:32]1)[CH:7]=[C:8]([C:14](=[O:15])[NH:16][c:17]1[cH:18][cH:19][c:20]([CH2:23][N:24]([CH:25]3[CH2:26][CH2:27][O:28][CH2:29][CH2:30]3)[CH3:31])[cH:21][cH:22]1)[CH2:9][CH2:10][S:11]2(=[O:12])=[O:13].[C:61](=[O:62])([O-:63])[O-:64].[CH2:34]([OH:35])[CH3:36].[K+:65].[K+:66].[OH2:33].[OH2:67].[c:37]1([CH3:38])[cH:39][cH:40][cH:41][cH:42][cH:43]1>>[c:2]1(-[c:46]2[cH:47][cH:48][c:49]([S:52][CH2:53][CH2:54][O:55][CH2:56][CH2:57][CH3:58])[cH:50][cH:51]2)[cH:3][cH:4][c:5]2[c:6]([cH:32]1)[CH:7]=[C:8]([C:14](=[O:15])[NH:16][c:17]1[cH:18][cH:19][c:20]([CH2:23][N:24]([CH:25]3[CH2:26][CH2:27][O:28][CH2:29][CH2:30]3)[CH3:31])[cH:21][cH:22]1)[CH2:9][CH2:10][S:11]2(=[O:12])=[O:13]. Starting materials: Cl.N1(CC=CCC1)C1=C(C=C(C=C1F)N1C(O[C@H](C1)COC(C)=O)=O)F (3-(4-(1,2,5,6-tetrahydropyridyl)-3,5-difluorophenyl)-5(R)-acetoxymethyloxazolidin-2-one hydrochloride), CC1(OC[C@H](O1)C(=O)Cl)C (2,2-dimethyl-1,3-dioxolan-4(S)-ylcarbonyl chloride), C([O-])(O)=O.[Na+] (sodium bicarbonate), N1=CC=CC=C1 (pyridine). Run in ClCCl (dichloromethane), ClCCl (dichloromethane). Run at time 3 hour. The product is CC1(OC[C@H](O1)C(=O)N1CC=C(CC1)C1=C(C=C(C=C1F)N1C(O[C@H](C1)COC(C)=O)=O)F)C (3-(4(1-(2,2-Dimethyl-1,3-dioxolan-4(S)-ylcarbonyl)-1,2,5,6-tetrahydropyrid-4-yl)-3,5-difluorophenyl)-5(R)-acetoxymethyloxazolidin-2-one). Yield: 97.7%. As a reaction SMILES: Cl.N1([C:8]2[C:13]([F:14])=[CH:12][C:11]([N:15]3[CH2:19][C@H:18]([CH2:20][O:21][C:22](=[O:24])[CH3:23])[O:17][C:16]3=[O:25])=[CH:10][C:9]=2[F:26])CCC=CC1.[N:27]1[CH:32]=[CH:31][CH:30]=[CH:29][CH:28]=1.[CH3:33][C:34]1([CH3:42])[O:38][C@H:37]([C:39](Cl)=[O:40])[CH2:36][O:35]1.C(=O)(O)[O-].[Na+]>ClCCl>[CH3:33][C:34]1([CH3:42])[O:38][C@H:37]([C:39]([N:27]2[CH2:32][CH2:31][C:30]([C:8]3[C:9]([F:26])=[CH:10][C:11]([N:15]4[CH2:19][C@H:18]([CH2:20][O:21][C:22](=[O:24])[CH3:23])[O:17][C:16]4=[O:25])=[CH:12][C:13]=3[F:14])=[CH:29][CH2:28]2)=[O:40])[CH2:36][O:35]1 |f:0.1,4.5|. Reported procedure: 3-(4-(1,2,5,6-tetrahydropyridyl)-3,5-difluorophenyl)-5(R)-acetoxymethyloxazolidin-2-one hydrochloride (14.5 g, 37.3 mM) was suspended in dry dichloromethane (300 ml) under nitrogen at 0°, and treated with pyridine (9.78 g, 0.12 M). A solution of 2,2-dimethyl-1,3-dioxolan-4(S)-ylcarbonyl chloride (9.59 g, 75.6 mM) in dichloromethane (100 ml) was added dropwise, and stirring continued for 3 hours, allowing the temperature to rise to ambient. Aqueous sodium bicarbonate (5%, 300 ml) was added, and s... The reactants are FC=1C=C(C=CC1OC(F)(F)F)C(NS(=O)C(C)(C)C)C1=CN=CO1 (N-((3-fluoro-4-(trifluoromethoxy)phenyl)(oxazol-5-yl)methyl)-2-methylpropane-2-sulfinamide), C(Cl)Cl (DCM), Cl (HCl). Run in CCOCC (ether). Reaction conditions: time 30 minute. Yields the product Cl.FC=1C=C(C=CC1OC(F)(F)F)C(N)C1=CN=CO1 ((3-fluoro-4-(trifluoromethoxy)phenyl)(oxazol-5-yl)methanamine hydrochloride). Isolated yield 47.6%. RXN SMILES: [F:1][C:2]1[CH:3]=[C:4]([CH:13]([C:21]2[O:25][CH:24]=[N:23][CH:22]=2)[NH:14]S(C(C)(C)C)=O)[CH:5]=[CH:6][C:7]=1[O:8][C:9]([F:12])([F:11])[F:10].C(Cl)[Cl:27].Cl>CCOCC>[ClH:27].[F:1][C:2]1[CH:3]=[C:4]([CH:13]([C:21]2[O:25][CH:24]=[N:23][CH:22]=2)[NH2:14])[CH:5]=[CH:6][C:7]=1[O:8][C:9]([F:10])([F:11])[F:12] |f:4.5|. Procedure details: To a solution of 55 (570 g, 1.5 mol) and DCM (10 mL) was added HCl (3.74 mL, 1.5 mol) and the solution stirred for 30 min. The reaction mixture was added dropwise to a stirred solution of ether. The solids were filtered and washed with Et2O to afford 223 mg (47.6%) of (3-fluoro-4-(trifluoromethoxy)phenyl)(oxazol-5-yl)methanamine hydrochloride (56). The reactants are BrC1=CC(=C(C=C1)N)[N+](=O)[O-] (4-bromo-2-nitro-phenylamine), CC1=NOC(=C1B1OC(C)(C)C(C)(C)O1)C (3,5-dimethylisoxazole-4-boronic acid pinacol ester), C(=O)([O-])[O-].[K+].[K+] (K2CO3). Reagents/catalysts: C1=CC=C(C=C1)P([C-]2C=CC=C2)C3=CC=CC=C3.C1=CC=C(C=C1)P([C-]2C=CC=C2)C3=CC=CC=C3.Cl[Pd]Cl.[Fe+2] (PdCl2(dppf)). Solvent: COCCOC (1,2-dimethoxyethane), O (water), CCOC(=O)C (EtOAc). Reaction conditions: temperature 95 celsius. Yields the product CC1=NOC(=C1C1=CC(=C(N)C=C1)[N+](=O)[O-])C (4-(3,5-dimethylisoxazol-4-yl)-2-nitroaniline). The yield is 93.1%. As a reaction SMILES: Br[C:2]1[CH:7]=[CH:6][C:5]([NH2:8])=[C:4]([N+:9]([O-:11])=[O:10])[CH:3]=1.[CH3:12][C:13]1[C:17](B2OC(C)(C)C(C)(C)O2)=[C:16]([CH3:27])[O:15][N:14]=1.C([O-])([O-])=O.[K+].[K+]>COCCOC.O.CCOC(C)=O.C1C=CC(P(C2C=CC=CC=2)[C-]2C=CC=C2)=CC=1.C1C=CC(P(C2C=CC=CC=2)[C-]2C=CC=C2)=CC=1.Cl[Pd]Cl.[Fe+2]>[CH3:12][C:13]1[C:17]([C:2]2[CH:7]=[CH:6][C:5]([NH2:8])=[C:4]([N+:9]([O-:11])=[O:10])[CH:3]=2)=[C:16]([CH3:27])[O:15][N:14]=1 |f:2.3.4,8.9.10.11|. Reported procedure: To a mixture of 4-bromo-2-nitro-phenylamine (150 g, 0.691 mol, 1.0 eq) and 3,5-dimethylisoxazole-4-boronic acid pinacol ester (169 g, 0.725 mol, 1.05 eq) in 1,2-dimethoxyethane (1.5 L) and water (700 mL) were added PdCl2(dppf) (56 g, 69 mmol, 0.1 eq) and K2CO3 (190 g, 1.38 mol, 2.0 eq). The reaction mixture was heated at 95° C. overnight. The reaction mixture was diluted with EtOAc (3 L), washed with brine (2×500 mL). The organic solvent was evaporated and the residue was purified with flash chr... The reactants are FC=1C=CC=C2C(=C(C=NC12)C(=O)OCC)O (ethyl 8-fluoro-4-hydroxy-3-quinolinecarboxylate), ClC1=CC=C(CN)C=C1 (4-chlorobenzylamine). RXN SMILES: [F:1][C:2]1[CH:3]=[CH:4][CH:5]=[C:6]2[C:11]=1[N:10]=[CH:9][C:8]([C:12]([O:14]CC)=O)=[C:7]2[OH:17].[Cl:18][C:19]1[CH:26]=[CH:25][C:22]([CH2:23][NH2:24])=[CH:21][CH:20]=1>>[Cl:18][C:19]1[CH:26]=[CH:25][C:22]([CH2:23][NH:24][C:12]([C:8]2[CH:9]=[N:10][C:11]3[C:6]([C:7]=2[OH:17])=[CH:5][CH:4]=[CH:3][C:2]=3[F:1])=[O:14])=[CH:21][CH:20]=1. Procedure: A mixture of 0.50 g of ethyl 8-fluoro-4-hydroxy-3-quinolinecarboxylate (J. Med. Chem., 22, 816 (1979)) and 3.0 mL of 4-chlorobenzylamine is stirred 1 hour at 200° C. The mixture is cooled to 25° C. and it is diluted with 25 mL of hexanes. After stirring for an additional 1 h the solid precipitate is collected by filtration and washed with 10 mL of hexanes. It is dried in a stream of air and then it is suspended in 20 mL of glacial acetic acid. The mixture is heated until the solid is completely ... The product is ClC1=CC=C(C=C1)CNC(=O)C=1C=NC2=C(C=CC=C2C1O)F (N-[(4-Chlorophenyl)methyl]-8-fluoro-4-hydroxy-3-quinoline-carboxamide). Conditions: temperature 200 celsius, time 1 hour. The solvent is hexanes.